From a dataset of the Open Reaction Database (ORD), a public repository of structured organic reaction records. describe an organic reaction: reactants, conditions, products, and yield Starting materials: BrC=1C=C(C(=O)NC=2SC3=C(N2)C(=CC=C3N3CCOCC3)OC)C=CN1 (2-bromo-N-(4-methoxy-7-morpholin-4-yl-benzothiazol-2-yl)-isonicotinamide), C([O-])([O-])=O.[Cs+].[Cs+] (cesium carbonate), C[C@@H]1CNC[C@@H](O1)C (cis-2,6-dimethylmorpholine). Yields the product C[C@@H]1CN(C[C@@H](O1)C)C=1C=C(C(=O)NC=2SC3=C(N2)C(=CC=C3N3CCOCC3)OC)C=CN1 (2-[(2R,6S)-2,6-Dimethyl-morpholin-4-yl]-N-(4-methoxy-7-morpholin-4-yl-benzothiazol-2-yl)-isonicotinamide). As a reaction SMILES: Br[C:2]1[CH:3]=[C:4]([CH:25]=[CH:26][N:27]=1)[C:5]([NH:7][C:8]1[S:9][C:10]2[C:16]([N:17]3[CH2:22][CH2:21][O:20][CH2:19][CH2:18]3)=[CH:15][CH:14]=[C:13]([O:23][CH3:24])[C:11]=2[N:12]=1)=[O:6].C(=O)([O-])[O-].[Cs+].[Cs+].[CH3:34][C@H:35]1[O:40][C@@H:39]([CH3:41])[CH2:38][NH:37][CH2:36]1>>[CH3:41][C@H:39]1[O:40][C@@H:35]([CH3:34])[CH2:36][N:37]([C:2]2[CH:3]=[C:4]([CH:25]=[CH:26][N:27]=2)[C:5]([NH:7][C:8]2[S:9][C:10]3[C:16]([N:17]4[CH2:18][CH2:19][O:20][CH2:21][CH2:22]4)=[CH:15][CH:14]=[C:13]([O:23][CH3:24])[C:11]=3[N:12]=2)=[O:6])[CH2:38]1 |f:1.2.3|. Procedure: From 2-bromo-N-(4-methoxy-7-morpholin-4-yl-benzothiazol-2-yl)-isonicotinamide with cesium carbonate and cis-2,6-dimethylmorpholine. ES-MS m/e (%): The reactants are O (water), BrC1=CC=C(C(=C1C(=O)O)F)F (6-bromo-2,3-difluorobenzoic acid), CI (methyl iodide), C([O-])([O-])=O.[K+].[K+] (potassium carbonate). Solvent: CN(C=O)C (N,N-dimethylformamide). The product is BrC1=CC=C(C(=C1C(=O)OC)F)F (Methyl 6-bromo-2,3-difluorobenzoate). The yield is 100.0%. RXN SMILES: [Br:1][C:2]1[C:7]([C:8]([OH:10])=[O:9])=[C:6]([F:11])[C:5]([F:12])=[CH:4][CH:3]=1.CI.[C:15](=O)([O-])[O-].[K+].[K+].O>CN(C)C=O>[Br:1][C:2]1[C:7]([C:8]([O:10][CH3:15])=[O:9])=[C:6]([F:11])[C:5]([F:12])=[CH:4][CH:3]=1 |f:2.3.4|. Procedure: A solution of 6-bromo-2,3-difluorobenzoic acid (7.66 g, 32.3 mmol), methyl iodide (10 mL, 160 mmol) and potassium carbonate (5.36 g, 38.8 mmol) in N,N-dimethylformamide (30 mL) was stirred at room temperature for 1 hour. The solution was poured into water, and organic matter was extracted with ethyl acetate. The extract was washed with water and saturated brine, dried over anhydrous magnesium sulfate, and concentrated under reduced pressure to give the title compound (8.11 g, 100% yield).